From a dataset of the Open Reaction Database (ORD), a public repository of structured organic reaction records. describe an organic reaction: reactants, conditions, products, and yield Starting materials: OC1C2=C(CNC1)SC=C2 (4-hydroxy-4,5,6,7-tetrahydro-thieno[2,3-c]-pyridine), C1(=CC=CC=C1)N=C=O (phenyl isocyanate). Run in C1=CC=CC=C1 (benzene), C1=CC=CC=C1 (benzene). Conditions: time 2 hour. Yields the product OC1C2=C(CN(C1)C(NC1=CC=CC=C1)=O)SC=C2 (4-Hydroxy-6-N-phenylcarbamoyl-4,5,6,7-tetrahydro-thieno[2,3-c]-pyridine). The yield is 65.0%. Reaction SMILES: [OH:1][CH:2]1[CH2:7][NH:6][CH2:5][C:4]2[S:8][CH:9]=[CH:10][C:3]1=2.[C:11]1([N:17]=[C:18]=[O:19])[CH:16]=[CH:15][CH:14]=[CH:13][CH:12]=1>C1C=CC=CC=1>[OH:1][CH:2]1[CH2:7][N:6]([C:18](=[O:19])[NH:17][C:11]2[CH:16]=[CH:15][CH:14]=[CH:13][CH:12]=2)[CH2:5][C:4]2[S:8][CH:9]=[CH:10][C:3]1=2. Procedure: To a solution of 4-hydroxy-4,5,6,7-tetrahydro-thieno[2,3-c]-pyridine (5.6 g; 36.2 mmoles) in benzene (40 cc), is added dropwise a mixture of phenyl isocyanate (4.3 g; 36.2 mmoles) in benzene (10 ml). After stirring during 2 hours at room temperature, the resulting precipitate is filtered off, washed with ether and dried in vacuo. On recrystallization from ethanol, the desired product is obtained in a yield of 65% (M.p. = 200° C).